Dataset: the Open Reaction Database (ORD), a public repository of structured organic reaction records. Task: describe an organic reaction: reactants, conditions, products, and yield Starting materials: C(C)OC=C(C=O)C (3-ethoxy-2-methylacrolein), NC=C(C=O)C (3-amino-2-methylacrolein), C1(=CC=CC=C1)C (toluene), O (water). Run at time 48 hour. Yields the product CC=1C=NC=2CCCC(C2C1)=O (3-methyl-7,8-dihydro-5(6H)-quinolone). Yield: 4.0%. Reaction SMILES: C(O[CH:4]=[C:5]([CH3:8])[CH:6]=[O:7])C.[NH2:9][CH:10]=[C:11]([CH3:14])C=O.O.[C:16]1(C)[CH:21]=CC=C[CH:17]=1>>[CH3:14][C:11]1[CH:10]=[N:9][C:8]2[CH2:17][CH2:16][CH2:21][C:6](=[O:7])[C:5]=2[CH:4]=1. Reported procedure: A mixture of 3-aminocyclohex-2-enone (11.1 g. 0.1m) and 3-amino-2-methylacrolein (8.5 g. 0.1 m) in toluene (15 ml.) was heated at reflux below a Dean and Stark water separator for 48 hours. The solvent was removed and the residual oil distilled at 0.2 mm Hg to give the title compound as a colourless crystalline solid (0.5 g, 4%). Reactants: Brc1ccc(OC2CCCCO2)cc1, CC(C)(C)O[Na], CC(=O)[O-], CC(=O)[O-], CCOC(C)=O, Cc1ccccc1, CN(c1ccc(Cl)cc1)C1CCNCC1, O, [Pd+2]. The product is CN(c1ccc(Cl)cc1)C1CCN(c2ccc(OC3CCCCO3)cc2)CC1. Reaction SMILES: [Br:16][c:17]1[cH:18][cH:19][c:20]([O:21][CH:22]2[O:23][CH2:24][CH2:25][CH2:26][CH2:27]2)[cH:28][cH:29]1.[C:30]([O:31][Na:32])([CH3:33])([CH3:34])[CH3:35].[C:49]([O-:50])(=[O:51])[CH3:52].[C:54]([O-:55])(=[O:56])[CH3:57].[CH3:36][CH2:37][O:38][C:39](=[O:40])[CH3:41].[CH3:42][c:43]1[cH:44][cH:45][cH:46][cH:47][cH:48]1.[Cl:1][c:2]1[cH:3][cH:4][c:5]([N:8]([CH3:9])[CH:10]2[CH2:11][CH2:12][NH:13][CH2:14][CH2:15]2)[cH:6][cH:7]1.[OH2:58].[Pd+2:53]>>[Cl:1][c:2]1[cH:3][cH:4][c:5]([N:8]([CH3:9])[CH:10]2[CH2:11][CH2:12][N:13]([c:17]3[cH:18][cH:19][c:20]([O:21][CH:22]4[O:23][CH2:24][CH2:25][CH2:26][CH2:27]4)[cH:28][cH:29]3)[CH2:14][CH2:15]2)[cH:6][cH:7]1. Reactants: CC(C)NC(C)C, O=C(Cl)Oc1ccccc1, ClCCl, CC(C)(C)c1cc(C(=O)Nc2ccccc2N)cc(C(C)(C)C)c1O. The product is CC(C)(C)c1cc(C(=O)Nc2ccccc2NC(=O)Oc2ccccc2)cc(C(C)(C)C)c1O. Reaction SMILES: [CH:26]([NH:27][CH:28]([CH3:29])[CH3:30])([CH3:31])[CH3:32].[Cl:33][C:34](=[O:35])[O:36][c:37]1[cH:38][cH:39][cH:40][cH:41][cH:42]1.[Cl:43][CH2:44][Cl:45].[NH2:1][c:2]1[c:3]([NH:8][C:9]([c:10]2[cH:11][c:12]([C:21]([CH3:22])([CH3:23])[CH3:24])[c:13]([OH:20])[c:14]([C:16]([CH3:17])([CH3:18])[CH3:19])[cH:15]2)=[O:25])[cH:4][cH:5][cH:6][cH:7]1>>[NH:1]([c:2]1[c:3]([NH:8][C:9]([c:10]2[cH:11][c:12]([C:21]([CH3:22])([CH3:23])[CH3:24])[c:13]([OH:20])[c:14]([C:16]([CH3:17])([CH3:18])[CH3:19])[cH:15]2)=[O:25])[cH:4][cH:5][cH:6][cH:7]1)[C:34](=[O:35])[O:36][c:37]1[cH:38][cH:39][cH:40][cH:41][cH:42]1. Reactants: C1(=CC=CC=C1)C (toluene), C1(CC1)C(C(C#N)CC1=CC=C(C=C1)C1=C(C=CC=C1)[N+](=O)[O-])=O (3-cyclopropyl-3-oxo-2-[(2'-nitrobiphen-4-yl)methyl]propanenitrile), NN (hydrazine), CSC(=CC(C)=O)SC (1,1-bis(methylthio)but-1-en-3-one). The solvent is C(C)O (ethanol), C(C)(=O)O (acetic acid), N1CCCCC1 (piperidine). Product: C1(CC1)C1=NN2C(N=C(C=C2C)SC)=C1CC1=CC=C(C=C1)C1=C(C=CC=C1)[N+](=O)[O-] (2-Cyclopropyl-7-methyl-5-methylthio-3-[(2'-nitrobiphen-4-yl)methyl]pyrazolo[1,5-a]pyrimidine). The yield is 16.7%. As a reaction SMILES: [CH:1]1([C:4](=O)[CH:5]([CH2:8][C:9]2[CH:14]=[CH:13][C:12]([C:15]3[CH:20]=[CH:19][CH:18]=[CH:17][C:16]=3[N+:21]([O-:23])=[O:22])=[CH:11][CH:10]=2)[C:6]#[N:7])[CH2:3][CH2:2]1.[NH2:25][NH2:26].[CH3:27][S:28][C:29](SC)=[CH:30][C:31](=O)[CH3:32].C1(C)C=CC=CC=1>C(O)C.C(O)(=O)C.N1CCCCC1>[CH:1]1([C:4]2[C:5]([CH2:8][C:9]3[CH:14]=[CH:13][C:12]([C:15]4[CH:20]=[CH:19][CH:18]=[CH:17][C:16]=4[N+:21]([O-:23])=[O:22])=[CH:11][CH:10]=3)=[C:6]3[N:7]=[C:29]([S:28][CH3:27])[CH:30]=[C:31]([CH3:32])[N:26]3[N:25]=2)[CH2:3][CH2:2]1. Procedure details: A solution of 11.1 g (34.7 mmol) 3-cyclopropyl-3-oxo-2-[(2'-nitrobiphen-4-yl)methyl]propanenitrile and 4.0 mL (126 mmol) hydrazine in 400 mL dry ethanol was refluxed for 4 hours. The mixture was cooled to room temperature then stripped of solvent in vacuo. The resulting foam was kept under vacuum overnight (final weight 11.8 g) then was redissolved in 600 mL acetic acid along with 1 mL piperidine and 9.14 g (56.4 mmol) 1,1-bis(methylthio)but-1-en-3-one. The mixture was heated to 90° C. for 5 hou... Starting materials: C1(=CC=CC=C1)S(=O)(=O)Cl (phenylsulfonyl chloride), [N+](=O)([O-])C1=CC(=CC=2N=C(NC21)C(F)(F)F)C(F)(F)F (4-nitro-2,6-bis(trifluoromethyl)benzimidazole), [Na] (sodium). Solvent: C(C)#N (acetonitrile), C(C)#N (acetonitrile). Reaction conditions: time 2 hour. Product: [N+](=O)([O-])C1=CC(=CC=2N(C(=NC21)C(F)(F)F)S(=O)(=O)C2=CC=CC=C2)C(F)(F)F (4-nitro-1-phenylsulfonyl-2,6-bis(trifluoromethyl)benzimidazole). As a reaction SMILES: [C:1]1([S:7](Cl)(=[O:9])=[O:8])[CH:6]=[CH:5][CH:4]=[CH:3][CH:2]=1.[N+:11]([C:14]1[C:22]2[NH:21][C:20]([C:23]([F:26])([F:25])[F:24])=[N:19][C:18]=2[CH:17]=[C:16]([C:27]([F:30])([F:29])[F:28])[CH:15]=1)([O-:13])=[O:12].[Na]>C(#N)C>[N+:11]([C:14]1[C:22]2[N:21]=[C:20]([C:23]([F:24])([F:25])[F:26])[N:19]([S:7]([C:1]3[CH:6]=[CH:5][CH:4]=[CH:3][CH:2]=3)(=[O:9])=[O:8])[C:18]=2[CH:17]=[C:16]([C:27]([F:30])([F:29])[F:28])[CH:15]=1)([O-:13])=[O:12] |^1:30|. Procedure: A solution of 3.5 g. of phenylsulfonyl chloride in 20 m. of anhydrous acetonitrile was added to a solution of 6.4 g. of 4-nitro-2,6-bis(trifluoromethyl)benzimidazole, sodium salt in 50 ml. of anhydrous acetonitrile. The mixture was stirred at room temperature for 2 hours, and the reaction mixture was filtered. The filtrate was evaporated to dryness under vacuum, and the residue was recrystallized from benzenepentane to yield 4-nitro-1-phenylsulfonyl-2,6-bis(trifluoromethyl)benzimidazole, m.p. 18... Starting materials: COc1ccc(Br)c2oc(SC)nc12, C1CCNCC1. Product: COc1ccc(Br)c2oc(N3CCCCC3)nc12. As a reaction SMILES: [Br:1][c:2]1[cH:3][cH:4][c:5]([O:13][CH3:14])[c:6]2[n:7][c:8]([S:11][CH3:12])[o:9][c:10]12.[CH2:15]1[CH2:16][CH2:17][NH:18][CH2:19][CH2:20]1>>[Br:1][c:2]1[cH:3][cH:4][c:5]([O:13][CH3:14])[c:6]2[n:7][c:8]([N:18]3[CH2:17][CH2:16][CH2:15][CH2:20][CH2:19]3)[o:9][c:10]12.